Dataset: the Open Reaction Database (ORD), a public repository of structured organic reaction records. Task: describe an organic reaction: reactants, conditions, products, and yield The reactants are C(C)(C)(C)C1=CC(=C(C=N1)C=1N([C@]([C@](N1)(C)C1=CC=C(C=C1)Cl)(C)C1=CC=C(C=C1)Cl)C(=O)Cl)OCC ((4S,5R)-2-(6-tert-butyl-4-ethoxy-pyridin-3-yl)-4,5-bis-(4-chloro-phenyl)-4,5-dimethyl-4,5-dihydro-imidazole-1-carbonyl chloride), Cl.CS(=O)(=O)CCC1CCNCC1 (4-(2-methanesulfonyl-ethyl)-piperidine hydrochloride). Product: C(C)(C)(C)C1=CC(=C(C=N1)C=1N([C@]([C@](N1)(C)C1=CC=C(C=C1)Cl)(C)C1=CC=C(C=C1)Cl)C(=O)N1CCC(CC1)CCS(=O)(=O)C)OCC ([(4S,5R)-2-(6-tert-Butyl-4-ethoxy-pyridin-3-yl)-4,5-bis-(4-chloro-phenyl)-4,5-dimethyl-4,5-dihydro-imidazol-1-yl]-[4-(2-methanesulfonyl-ethyl)-piperidin-1-yl]-methanone). Reaction SMILES: [C:1]([C:5]1[N:10]=[CH:9][C:8]([C:11]2[N:12]([C:32](Cl)=[O:33])[C@@:13]([C:25]3[CH:30]=[CH:29][C:28]([Cl:31])=[CH:27][CH:26]=3)([CH3:24])[C@@:14]([C:17]3[CH:22]=[CH:21][C:20]([Cl:23])=[CH:19][CH:18]=3)([CH3:16])[N:15]=2)=[C:7]([O:35][CH2:36][CH3:37])[CH:6]=1)([CH3:4])([CH3:3])[CH3:2].Cl.[CH3:39][S:40]([CH2:43][CH2:44][CH:45]1[CH2:50][CH2:49][NH:48][CH2:47][CH2:46]1)(=[O:42])=[O:41]>>[C:1]([C:5]1[N:10]=[CH:9][C:8]([C:11]2[N:12]([C:32]([N:48]3[CH2:49][CH2:50][CH:45]([CH2:44][CH2:43][S:40]([CH3:39])(=[O:42])=[O:41])[CH2:46][CH2:47]3)=[O:33])[C@@:13]([C:25]3[CH:30]=[CH:29][C:28]([Cl:31])=[CH:27][CH:26]=3)([CH3:24])[C@@:14]([C:17]3[CH:22]=[CH:21][C:20]([Cl:23])=[CH:19][CH:18]=3)([CH3:16])[N:15]=2)=[C:7]([O:35][CH2:36][CH3:37])[CH:6]=1)([CH3:4])([CH3:2])[CH3:3] |f:1.2|. Procedure: In a manner analogous to the method described in examples 8, (4S,5R)-2-(6-tert-butyl-4-ethoxy-pyridin-3-yl)-4,5-bis-(4-chloro-phenyl)-4,5-dimethyl-4,5-dihydro-imidazole-1-carbonyl chloride (example 51) was coupled with 4-(2-methanesulfonyl-ethyl)-piperidine hydrochloride to give the title compound. HR-MS (ES, m/z) calculated for C37H47N4O4SCl2 [(M+H)+] 713.2690, observed 713.2689. The reactants are O=C([O-])O, CC(CCCC(C)(O)C1CCC(O)(CBr)O1)COCc1ccccc1, COC(OC)OC, CO, [Na+], O=S(=O)(O)O. Yields the product COC1(CBr)CCC(C(C)(O)CCCC(C)COCc2ccccc2)O1. Reaction SMILES: [C:40](=[O:41])([OH:42])[O-:43].[CH2:1]([c:2]1[cH:3][cH:4][cH:5][cH:6][cH:7]1)[O:8][CH2:9][CH:10]([CH2:11][CH2:12][CH2:13][C:14]([CH3:15])([OH:16])[CH:17]1[CH2:18][CH2:19][C:20]([OH:22])([CH2:23][Br:24])[O:21]1)[CH3:25].[CH3:26][O:27][CH:28]([O:29][CH3:30])[O:31][CH3:32].[CH3:33][OH:34].[Na+:44].[S:35](=[O:36])(=[O:37])([OH:38])[OH:39]>>[CH2:1]([c:2]1[cH:3][cH:4][cH:5][cH:6][cH:7]1)[O:8][CH2:9][CH:10]([CH2:11][CH2:12][CH2:13][C:14]([CH3:15])([OH:16])[CH:17]1[CH2:18][CH2:19][C:20]([O:22][CH3:26])([CH2:23][Br:24])[O:21]1)[CH3:25].